Dataset: the Open Reaction Database (ORD), a public repository of structured organic reaction records. Task: describe an organic reaction: reactants, conditions, products, and yield The reactants are ClC(=C[C@@H]1C([C@H]1C(=O)Cl)(C)C)Cl (trans-3-(2,2-dichloroethenyl)-2,2-dimethylcyclopropanecarbonyl chloride), C1=CC=CC=2C3=CC=CC=C3CC12.ClC(=C[C@@H]1C([C@H]1C(=O)OC)(C)C)Cl (9H-fluorene 1-methyl trans-3-(2,2-dichloroethenyl)-2,2-dimethylcyclopropanecarboxylate). Product: C1=CC=CC=2C3=CC=CC=C3CC12.ClC(=CC1C(C1C(=O)OC)(C)C)Cl (9H-Fluorene 1-methyl 3-(2,2-dichloroethenyl)-2,2-dimethylcyclopropanecarboxylate). As a reaction SMILES: ClC(Cl)=C[C@H]1[C@H](C(Cl)=O)C1(C)C.[CH:13]1[C:25]2[CH2:24][C:23]3[C:18](=[CH:19][CH:20]=[CH:21][CH:22]=3)[C:17]=2[CH:16]=[CH:15][CH:14]=1.[Cl:26][C:27]([Cl:38])=[CH:28][C@H:29]1[C@H:31]([C:32]([O:34][CH3:35])=[O:33])[C:30]1([CH3:37])[CH3:36]>>[CH:13]1[C:25]2[CH2:24][C:23]3[C:18](=[CH:19][CH:20]=[CH:21][CH:22]=3)[C:17]=2[CH:16]=[CH:15][CH:14]=1.[Cl:26][C:27]([Cl:38])=[CH:28][CH:29]1[CH:31]([C:32]([O:34][CH3:35])=[O:33])[C:30]1([CH3:36])[CH3:37] |f:1.2,3.4|. Reported procedure: Similarly, but employing trans-3-(2,2-dichloroethenyl)-2,2-dimethylcyclopropanecarbonyl chloride, 9H-fluorene-1-methyl trans-3-(2,2-dichloroethenyl)-2,2-dimethylcyclopropanecarboxylate was prepared. Starting materials: Cl.C(C=C)N1C[C@@H](N(C[C@H]1C)[C@@H](C1=CC(=CC=C1)O)C=1C=C(C(=O)N(CC)CC)C=CC1)C ((+)-3-((αR)-α-((2S,5R)-4-allyl-2,5-dimethyl-1-piperazinyl)-3-hydroxybenzyl)-N,N-diethylbenzamide monohydrochloride), O (water). Reagents/catalysts: [Pd] (palladium on charcoal). Solvent: CO (methanol). The product is C[C@@H]1N(C[C@H](NC1)C)[C@@H](C1=CC(=CC=C1)O)C=1C=C(C(=O)N(CC)CC)C=CC1 ((+)-3-((αR)-α-((2S,5R)-2,5-dimethyl-1-piperazinyl)-3-hydroxybenzyl)-N,N-diethyl-benzamide). Yield: 74.7%. RXN SMILES: Cl.C([N:5]1[C@H:10]([CH3:11])[CH2:9][N:8]([C@H:12]([C:20]2[CH:21]=[C:22]([CH:30]=[CH:31][CH:32]=2)[C:23]([N:25]([CH2:28][CH3:29])[CH2:26][CH3:27])=[O:24])[C:13]2[CH:18]=[CH:17][CH:16]=[C:15]([OH:19])[CH:14]=2)[C@@H:7]([CH3:33])[CH2:6]1)C=C.O>[Pd].CO>[CH3:33][C@H:7]1[CH2:6][NH:5][C@H:10]([CH3:11])[CH2:9][N:8]1[C@H:12]([C:20]1[CH:21]=[C:22]([CH:30]=[CH:31][CH:32]=1)[C:23]([N:25]([CH2:28][CH3:29])[CH2:26][CH3:27])=[O:24])[C:13]1[CH:18]=[CH:17][CH:16]=[C:15]([OH:19])[CH:14]=1 |f:0.1|. Reported procedure: A mixture of (+)-3-((αR)-α-((2S,5R)-4-allyl-2,5-dimethyl-1-piperazinyl)-3-hydroxybenzyl)-N,N-diethylbenzamide monohydrochloride (8.22 g, 17.1 mmol. Example 1) and 5.45 g (2.5 mmol) of 5% palladium on charcoal in 160 ml of methanol:water/3:1 was heated at reflux for 20 hours. The reaction mixture was filtered through Celite under nitrogen and the filtrate was evaporated. The residue was diluted with water and the pH was adjusted to 8 with aqueous 1M sodium hydroxide. The mixture was extracted wit... Reaction SMILES: [Br-:2].[CH2:16]([CH3:17])[O:18][C:19]([C:20](=[CH:21][c:22]1[cH:23][c:24]([O:30][CH:31]2[CH2:32][CH2:33][CH2:34][CH2:35]2)[c:25]([O:28][CH3:29])[cH:26][cH:27]1)[C:36]([CH3:37])=[O:38])=[O:39].[CH2:3]([c:4]1[cH:5][cH:6][cH:7][cH:8][cH:9]1)[Mg+:10].[CH2:42]1[O:43][CH2:44][CH2:45][CH2:46]1.[CH3:11][Si:12]([Cl:13])([CH3:14])[CH3:15].[Cl-:40].[I-:1].[NH4+:41].[OH2:47]>>[CH2:3]([c:4]1[cH:5][cH:6][cH:7][cH:8][cH:9]1)[CH:21]([CH:20]([C:19]([O:18][CH2:16][CH3:17])=[O:39])[C:36]([CH3:37])=[O:38])[c:22]1[cH:23][c:24]([O:30][CH:31]2[CH2:32][CH2:33][CH2:34][CH2:35]2)[c:25]([O:28][CH3:29])[cH:26][cH:27]1. Product: CCOC(=O)C(C(C)=O)C(Cc1ccccc1)c1ccc(OC)c(OC2CCCC2)c1. The reactants are [Br-], CCOC(=O)C(=Cc1ccc(OC)c(OC2CCCC2)c1)C(C)=O, [Mg+]Cc1ccccc1, C1CCOC1, C[Si](C)(C)Cl, [Cl-], [I-], [NH4+], O. Starting materials: CCO, Cl, O, CCOC(=O)C1=C(O)c2cc3ccccc3n2CC1. Product: O=C1CCCn2c1cc1ccccc12. Reaction SMILES: [CH3:20][CH2:21][OH:22].[ClH:24].[OH2:23].[OH:1][C:2]1=[C:3]([C:15]([O:16][CH2:17][CH3:18])=[O:19])[CH2:4][CH2:5][n:6]2[c:7]1[cH:8][c:9]1[cH:10][cH:11][cH:12][cH:13][c:14]21>>[O:1]=[C:2]1[CH2:3][CH2:4][CH2:5][n:6]2[c:7]1[cH:8][c:9]1[cH:10][cH:11][cH:12][cH:13][c:14]21. Starting materials: [H-].[H-].[H-].[H-].[Li+].[Al+3] (LiAlH4), [H-].[Al+3].[Li+].[H-].[H-].[H-] (lithium aluminum hydride), ClC1=C(CC(C(=O)O)CCCC)C=CC(=C1)Cl (α-(2,4-dichlorobenzyl) hexanoic acid), ice water, Cl (hydrochloric acid). The solvent is C1CCOC1 (THF). Run at time 2 hour. Product: ClC1=C(CC(CO)CCCC)C=CC(=C1)Cl (2-(2,4-dichlorobenzyl) hexane-1-ol). Yield: 82.2%. As a reaction SMILES: [H-].[Al+3].[Li+].[H-].[H-].[H-].[Cl:7][C:8]1[CH:22]=[C:21]([Cl:23])[CH:20]=[CH:19][C:9]=1[CH2:10][CH:11]([CH2:15][CH2:16][CH2:17][CH3:18])[C:12](O)=[O:13].Cl>C1COCC1>[Cl:7][C:8]1[CH:22]=[C:21]([Cl:23])[CH:20]=[CH:19][C:9]=1[CH2:10][CH:11]([CH2:15][CH2:16][CH2:17][CH3:18])[CH2:12][OH:13] |f:0.1.2.3.4.5|. Procedure details: To 9.4 g (0.248 mole) of lithium aluminum hydride in 600 ml of THF is slowly added, at less than 10°, 46.0 g of the crude α-(2,4-dichlorobenzyl) hexanoic acid. The reaction is allowed to stir, and slowly warm up to ambient temperature. After 2 hours, the slurry is heated to reflux and held there for 16 hours. At the end of this period, the reaction is cooled and carefully poured into ice water to decompose the excess LiAlH4. The mixture is then made acidic by treatment with concentrated hydrochl...